This data is from the Open Reaction Database (ORD), a public repository of structured organic reaction records. The task is: describe an organic reaction: reactants, conditions, products, and yield Reactants: CS(=O)(=O)OCCCCCOCc1ccccc1, O=C1c2ccccc2C(=O)N1CCOc1cccc(O)c1. The product is O=C1c2ccccc2C(=O)N1CCOc1cccc(OCCCCCOCc2ccccc2)c1. RXN SMILES: [CH2:22]([c:23]1[cH:24][cH:25][cH:26][cH:27][cH:28]1)[O:29][CH2:30][CH2:31][CH2:32][CH2:33][CH2:34][O:35][S:36]([CH3:37])(=[O:38])=[O:39].[OH:1][c:2]1[cH:3][c:4]([O:5][CH2:6][CH2:7][N:8]2[C:9](=[O:18])[c:10]3[cH:11][cH:12][cH:13][cH:14][c:15]3[C:16]2=[O:17])[cH:19][cH:20][cH:21]1>>[O:1]([c:2]1[cH:3][c:4]([O:5][CH2:6][CH2:7][N:8]2[C:9](=[O:18])[c:10]3[cH:11][cH:12][cH:13][cH:14][c:15]3[C:16]2=[O:17])[cH:19][cH:20][cH:21]1)[CH2:34][CH2:33][CH2:32][CH2:31][CH2:30][O:29][CH2:22][c:23]1[cH:24][cH:25][cH:26][cH:27][cH:28]1. Reactants: COC(=O)C(C)(C)c1ccc(Br)cc1, CCO, [K+], [OH-], O. The product is CC(C)(C(=O)O)c1ccc(Br)cc1. As a reaction SMILES: [Br:1][c:2]1[cH:3][cH:4][c:5]([C:8]([C:9](=[O:10])[O:11][CH3:12])([CH3:13])[CH3:14])[cH:6][cH:7]1.[CH3:17][CH2:18][OH:19].[K+:16].[OH-:15].[OH2:20]>>[Br:1][c:2]1[cH:3][cH:4][c:5]([C:8]([C:9](=[O:10])[OH:11])([CH3:13])[CH3:14])[cH:6][cH:7]1. The reactants are CCOC(C)=O, Cc1ccccc1, CCCCCC, Cl[Al](Cl)Cl, COc1ccc2nc(Cl)cnc2c1, O. Yields the product Oc1ccc2nc(Cl)cnc2c1. RXN SMILES: [C:25]([O:26][CH2:27][CH3:28])(=[O:29])[CH3:30].[CH3:18][c:19]1[cH:20][cH:21][cH:22][cH:23][cH:24]1.[CH3:31][CH2:32][CH2:33][CH2:34][CH2:35][CH3:36].[Cl:1][Al:2]([Cl:3])[Cl:4].[Cl:5][c:6]1[n:7][c:8]2[cH:9][cH:10][c:11]([O:16][CH3:17])[cH:12][c:13]2[n:14][cH:15]1.[OH2:37]>>[Cl:5][c:6]1[n:7][c:8]2[cH:9][cH:10][c:11]([OH:16])[cH:12][c:13]2[n:14][cH:15]1. The reactants are C(C)OC(\C=C(\C=C\C1=C(CCC1)C1=CC=2C(CCC(C2C=C1)(C)C)(C)C)/C)=O ((2E,4E)-3-Methyl-5-[2-(5,5,8,8-tetramethyl-5,6,7,8-tetrahydro-naphthalen-2-yl)-cyclopent-1-enyl]-penta-2,4-dienoic acid ethyl ester), [OH-].[Na+] (NaOH). Solvent: C1CCOC1.CCO (THF EtOH). Reaction conditions: time 48 hour. Product: C\C(=C/C(=O)O)\C=C\C1=C(CCC1)C1=CC=2C(CCC(C2C=C1)(C)C)(C)C ((2E,4E)-3-Methyl-5-[2-(5,5,8,8-tetramethyl-5,6,7,8-tetrahydro-naphthalen-2-yl)-cyclopent-1-enyl]-penta-2,4-dienoic acid). Isolated yield 65.5%. Reaction SMILES: C([O:3][C:4](=[O:29])/[CH:5]=[C:6](\[CH3:28])/[CH:7]=[CH:8]/[C:9]1[CH2:13][CH2:12][CH2:11][C:10]=1[C:14]1[CH:23]=[CH:22][C:21]2[C:20]([CH3:25])([CH3:24])[CH2:19][CH2:18][C:17]([CH3:27])([CH3:26])[C:16]=2[CH:15]=1)C.[OH-].[Na+]>C1COCC1.CCO>[CH3:28]/[C:6](/[CH:7]=[CH:8]/[C:9]1[CH2:13][CH2:12][CH2:11][C:10]=1[C:14]1[CH:23]=[CH:22][C:21]2[C:20]([CH3:25])([CH3:24])[CH2:19][CH2:18][C:17]([CH3:27])([CH3:26])[C:16]=2[CH:15]=1)=[CH:5]\[C:4]([OH:29])=[O:3] |f:1.2,3.4|. Procedure details: 1.32 g of (2E,4E)-3-Methyl-5-[2-(5,5,8,8-tetramethyl-5,6,7,8-tetrahydro-naphthalen-2-yl)-cyclopent-1-enyl]-penta-2,4-dienoic acid ethyl ester was dissolved in 13 ml of THF/EtOH=1/1 and treated with 5.6 ml of 3N NaOH. The mixture was kept for 48 h at ambient temperature and then poured onto crushed ice/HCI. Extraction with AcOEt, washing with H2O, drying over Na2 SO4, evaporation of the solvent, and recrystallization from AcOEt afforded 803 mg of the title compound as yellow crystals of mp. 195°-...